Dataset: the Open Reaction Database (ORD), a public repository of structured organic reaction records. Task: describe an organic reaction: reactants, conditions, products, and yield The product is CCCN1CCCc2cc(OC)ccc21. Reaction SMILES: [CH3:17][CH2:18][OH:19].[CH3:1][O:2][c:3]1[cH:4][c:5]2[c:10]([cH:11][cH:12]1)[NH:9][CH2:8][CH2:7][CH2:6]2.[CH:13]([CH2:14][CH3:15])=[O:16]>>[CH3:1][O:2][c:3]1[cH:4][c:5]2[c:10]([cH:11][cH:12]1)[N:9]([CH2:13][CH2:14][CH3:15])[CH2:8][CH2:7][CH2:6]2. Starting materials: CCO, COc1ccc2c(c1)CCCN2, CCC=O. Starting materials: [C-]#N.[Na+] (sodium cyanide), FC(F)(F)SC1=CC=C(CCl)C=C1 (4-trifluoromethylmercapto-benzyl chloride). Reagents/catalysts: [Cl-].C(C)[N+](CC)(CC)CC (tetraethylammonium chloride). Run in O (water), O (water). Reaction conditions: temperature 110 celsius, time 1 hour. The product is FC(F)(F)SC1=CC=C(CC#N)C=C1 (4-trifluoromethylmercapto-benzyl cyanide). The yield is 123.3%. As a reaction SMILES: [C-:1]#[N:2].[Na+].[F:4][C:5]([S:8][C:9]1[CH:16]=[CH:15][C:12]([CH2:13]Cl)=[CH:11][CH:10]=1)([F:7])[F:6]>O.[Cl-].C([N+](CC)(CC)CC)C>[F:4][C:5]([S:8][C:9]1[CH:16]=[CH:15][C:12]([CH2:13][C:1]#[N:2])=[CH:11][CH:10]=1)([F:7])[F:6] |f:0.1,4.5|. Reported procedure: 75 g of sodium cyanide were dissolved in 200 ml of water, and 15 g of tetraethylammonium chloride after 450 g of 4-trifluoromethylmercapto-benzyl chloride were added. The reaction mixture was stirred at 110° C. for 1 hour and then cooled. The cold mixture was diluted with 200 ml of water and then extracted twice with methylene chloride. After drying the organic phase, the solvent was distilled off and the crude product was purified by distillation. 410 g of 4-trifluoromethylmercapto-benzyl cyani... Yields the product COC(CCCC(C1C[C@H]2[C@H](C[C@H]([C@@H]2\C=C\[C@H](CCCCC)OC2OCCCC2)OC2OCCCC2)O1)Br)=O ((13E)-(5RS,6RS,9α,11α,15S)-5-Bromo-6,9-epoxy-11,15-bis(tetrahydropyran-2-yloxy)prost-13-enoic acid methyl ester). As a reaction SMILES: [CH3:1][O:2][C:3](=[O:38])[CH2:4][CH2:5][CH2:6]/[CH:7]=[CH:8]\[CH2:9][C@@H:10]1[C@@H:14](/[CH:15]=[CH:16]/[C@@H:17]([O:23][CH:24]2[CH2:29][CH2:28][CH2:27][CH2:26][O:25]2)[CH2:18][CH2:19][CH2:20][CH2:21][CH3:22])[C@H:13]([O:30][CH:31]2[CH2:36][CH2:35][CH2:34][CH2:33][O:32]2)[CH2:12][C@@H:11]1[OH:37].[Br:39]N1C(=O)CCC1=O>C(Cl)Cl.CN(C)C=O>[CH3:1][O:2][C:3](=[O:38])[CH2:4][CH2:5][CH2:6][CH:7]([Br:39])[CH:8]1[O:37][C@H:11]2[CH2:12][C@@H:13]([O:30][CH:31]3[CH2:36][CH2:35][CH2:34][CH2:33][O:32]3)[C@H:14](/[CH:15]=[CH:16]/[C@@H:17]([O:23][CH:24]3[CH2:29][CH2:28][CH2:27][CH2:26][O:25]3)[CH2:18][CH2:19][CH2:20][CH2:21][CH3:22])[C@H:10]2[CH2:9]1. Reported procedure: Under an atmosphere of nitrogen, a solution of 3.4 g of (5Z,13E)-(9α,11α,15S)-9-hydroxy-11,15-bis(tetrahydropyran-2-yloxy)prosta-5,13-dienoic acid methyl ester in a mixture of 30 ml of methylene chloride and 6 ml of N,N-dimethylformamide was added dropwise to a suspension of 1.35 g of N-bromosuccinimide in 50 ml of methylene chloride at -20° to -10° C. and the mixture was stirred for 30 minutes at the same temperature. The reaction mixture was then poured into ice-water and extracted with diethy... Yield: 88.0%. Conditions: time 30 minute. Starting materials: BrN1C(CCC1=O)=O (N-bromosuccinimide), COC(CCC\C=C/C[C@H]1[C@H](C[C@H]([C@@H]1\C=C\[C@H](CCCCC)OC1OCCCC1)OC1OCCCC1)O)=O ((5Z,13E)-(9α,11α,15S)-9-hydroxy-11,15-bis(tetrahydropyran-2-yloxy)prosta-5,13-dienoic acid methyl ester), ice water. The solvent is C(Cl)Cl (methylene chloride), C(Cl)Cl (methylene chloride), CN(C=O)C (N,N-dimethylformamide). Starting materials: CN(C)C=O, Fc1ccccn1, [H-], [Na+], OCc1ccc(C2OCCO2)c(F)c1. The product is Fc1cc(COc2ccccn2)ccc1C1OCCO1. Reaction SMILES: [CH3:24][N:25]([CH3:26])[CH:27]=[O:28].[F:17][c:18]1[n:19][cH:20][cH:21][cH:22][cH:23]1.[H-:15].[Na+:16].[O:1]1[CH:2]([c:6]2[c:7]([F:14])[cH:8][c:9]([CH2:12][OH:13])[cH:10][cH:11]2)[O:3][CH2:4][CH2:5]1>>[O:1]1[CH:2]([c:6]2[c:7]([F:14])[cH:8][c:9]([CH2:12][O:13][c:18]3[n:19][cH:20][cH:21][cH:22][cH:23]3)[cH:10][cH:11]2)[O:3][CH2:4][CH2:5]1. The reactants are O[C@H]1[C@@H]([C@H]([C@H](C1)O)CC(=O)O)C=C[C@@H](CCCCC)O (2-[(1R, 2R, 3R, 5S)-3,5-Dihydroxy-2-[(3R)-3-hydroxy-1-octenyl]cyclopentyl]acetic Acid), CC(C)(C)OC (MTBE), ClC(C(=O)O)(Cl)Cl (trichloroacetic acid). Run in C(C)N(CC)CC (triethylamine). Yields the product O[C@@H]1[C@H]([C@H]2[C@H](OC(C2)=O)C1)\C=C\[C@@H](CCCCC)O ((3aS,4S,5S,6aR)-Hexahydro-5-hydroxy-4-[(1E,3R)-3-hydroxy-1-octenyl]-2H-Cyclopenta[b]furan-2-one). RXN SMILES: [OH:1][C@@H:2]1[CH2:6][C@H:5](O)[C@H:4]([CH2:8][C:9]([OH:11])=[O:10])[C@H:3]1[CH:12]=[CH:13][C@H:14]([OH:20])[CH2:15][CH2:16][CH2:17][CH2:18][CH3:19].CC(OC)(C)C.ClC(Cl)(Cl)C(O)=O>C(N(CC)CC)C>[OH:1][C@H:2]1[CH2:6][C@H:5]2[O:10][C:9](=[O:11])[CH2:8][C@H:4]2[C@@H:3]1/[CH:12]=[CH:13]/[C@H:14]([OH:20])[CH2:15][CH2:16][CH2:17][CH2:18][CH3:19]. Procedure: 2-[(1R, 2R, 3R, 5S)-3,5-dihydroxy-2-[(3R)-3-hydroxy-1-octenyl]cyclopentyl]acetic acid (XIX, EXAMPLE 11, 2.55 g) is stirred with MTBE (100 mL) and trichloroacetic acid (0.102 g). The slurry is heated to reflux for more than one hour. Then triethylamine (0.2 mL) is added. The mixture is cooled and washed once with water (50 mL) of water. The mixture is dried over anhydrous granular sodium sulfate and then concentrated under reduced pressure to give the title compound, NMR (CDCl3, 400 MHz) δ 5.58, ... Product: CCOC(=O)C(=CC1CCCC1)c1ccc(SC)cc1. The reactants are OBO, CCOC(=O)C(Br)=CC1CCCC1, CSc1ccccc1, CCO, Cc1ccccc1, [Na+], [Na+], O=C([O-])[O-], c1ccc([PH](c2ccccc2)(c2ccccc2)[Pd-4]([PH](c2ccccc2)(c2ccccc2)c2ccccc2)([PH](c2ccccc2)(c2ccccc2)c2ccccc2)[PH](c2ccccc2)(c2ccccc2)c2ccccc2)cc1. Reaction SMILES: [BH:14]([OH:15])[OH:16].[CH2:1]([CH3:2])[O:3][C:4]([C:5](=[CH:6][CH:7]1[CH2:8][CH2:9][CH2:10][CH2:11]1)[Br:12])=[O:13].[CH3:17][S:18][c:19]1[cH:20][cH:21][cH:22][cH:23][cH:24]1.[CH3:25][CH2:26][OH:27].[CH3:34][c:35]1[cH:36][cH:37][cH:38][cH:39][cH:40]1.[Na+:28].[Na+:29].[O-:30][C:31](=[O:32])[O-:33].[c:41]1([PH:42]([Pd-4:43]([PH:44]([c:45]2[cH:46][cH:47][cH:48][cH:49][cH:50]2)([c:51]2[cH:52][cH:53][cH:54][cH:55][cH:56]2)[c:57]2[cH:58][cH:59][cH:60][cH:61][cH:62]2)([PH:63]([c:64]2[cH:65][cH:66][cH:67][cH:68][cH:69]2)([c:70]2[cH:71][cH:72][cH:73][cH:74][cH:75]2)[c:76]2[cH:77][cH:78][cH:79][cH:80][cH:81]2)[PH:82]([c:83]2[cH:84][cH:85][cH:86][cH:87][cH:88]2)([c:89]2[cH:90][cH:91][cH:92][cH:93][cH:94]2)[c:95]2[cH:96][cH:97][cH:98][cH:99][cH:100]2)([c:101]2[cH:102][cH:103][cH:104][cH:105][cH:106]2)[c:107]2[cH:108][cH:109][cH:110][cH:111][cH:112]2)[cH:113][cH:114][cH:115][cH:116][cH:117]1>>[CH2:1]([CH3:2])[O:3][C:4]([C:5](=[CH:6][CH:7]1[CH2:8][CH2:9][CH2:10][CH2:11]1)[c:22]1[cH:21][cH:20][c:19]([S:18][CH3:17])[cH:24][cH:23]1)=[O:13]. Reactants: CO (MeOH), O (H2O), O[Li].O (LiOH.H2O), COC(CN1C([C@H](CN(C2=C1C=CC=C2)C(CCC2=CC=CC=C2)=O)NC(C2=CC=CC=C2)=O)=O)=O ((3S)-2-Oxo-3-benzoylamino-5-(3-phenylpropionyl)-2,3,4,5-tetrahydro-1H-1,5-benzodiazepine-1-acetic acid methyl ester). Run in C1CCOC1 (THF). Conditions: time 64 hour. Product: O=C1[C@H](CN(C2=C(N1CC(=O)O)C=CC=C2)C(CCC2=CC=CC=C2)=O)NC(C2=CC=CC=C2)=O ((3S)-2-Oxo-3-benzoylamino-5-(3-phenylpropionyl)-2,3,4,5-tetrahydro-1H-1,5-benzodiazepine-1-acetic acid). Isolated yield 19.0%. RXN SMILES: C[O:2][C:3](=[O:36])[CH2:4][N:5]1[C:11]2[CH:12]=[CH:13][CH:14]=[CH:15][C:10]=2[N:9]([C:16](=[O:25])[CH2:17][CH2:18][C:19]2[CH:24]=[CH:23][CH:22]=[CH:21][CH:20]=2)[CH2:8][C@H:7]([NH:26][C:27](=[O:34])[C:28]2[CH:33]=[CH:32][CH:31]=[CH:30][CH:29]=2)[C:6]1=[O:35].CO.O.O[Li].O>C1COCC1>[O:35]=[C:6]1[N:5]([CH2:4][C:3]([OH:36])=[O:2])[C:11]2[CH:12]=[CH:13][CH:14]=[CH:15][C:10]=2[N:9]([C:16](=[O:25])[CH2:17][CH2:18][C:19]2[CH:20]=[CH:21][CH:22]=[CH:23][CH:24]=2)[CH2:8][C@@H:7]1[NH:26][C:27](=[O:34])[C:28]1[CH:29]=[CH:30][CH:31]=[CH:32][CH:33]=1 |f:3.4|. Reported procedure: (3S)-2-Oxo-3-benzoylamino-5-(3-phenylpropionyl-2,3,4,5-tertrahydro-1H-1,5-benzodiazepine-1-acetic acid methyl ester (602a; 1.25 g, 2.57 mmol) was dissolved in 11 ml of THF, MeOH and H2O (5:5:1) and treated with LiOH.H2O (42 mg, 0.62 mmol) stirred at RT for 64 h. The reaction was concentrated in vacuo, diluted with H2O and acidified with aq. 1N HCl to give 230 mg of 603a as a white solid.